This data is from the Open Reaction Database (ORD), a public repository of structured organic reaction records. The task is: describe an organic reaction: reactants, conditions, products, and yield The reactants are BrCC(=O)C1=CC(=CC=C1)C(F)(F)F (2-bromo-1-[3(trifluoromethyl)phenyl]-1-ethanone), [N-]=[N+]=[N-].[Na+] (sodium azide), C1(=CC=CC=C1)P(C1=CC=CC=C1)C1=CC=CC=C1 (triphenylphosphine), O.C1(=CC=C(C=C1)S(=O)(=O)O)C (p-toluenesulfonic acid monohydrate). The solvent is O1CCCC1 (tetrahydrofuran), C1CCOC1 (THF), O (water), O (water). Reaction conditions: time 6 hour. Yields the product NCC(=O)C1=CC(=CC=C1)C(F)(F)F (2-Amino-1-(3-trifluoromethyl-phenyl)-ethanone), CC=1C=CC(=CC1)S(=O)(=O)O (p-toluene sulfonate), solid. Yield: 100.0%. Reaction SMILES: Br[CH2:2][C:3]([C:5]1[CH:10]=[CH:9][CH:8]=[C:7]([C:11]([F:14])([F:13])[F:12])[CH:6]=1)=[O:4].[N-:15]=[N+]=[N-].[Na+].C1(P(C2C=CC=CC=2)C2C=CC=CC=2)C=CC=CC=1.O.[C:39]1([CH3:49])[CH:44]=[CH:43][C:42]([S:45]([OH:48])(=[O:47])=[O:46])=[CH:41][CH:40]=1>C1COCC1.O>[NH2:15][CH2:2][C:3]([C:5]1[CH:10]=[CH:9][CH:8]=[C:7]([C:11]([F:14])([F:13])[F:12])[CH:6]=1)=[O:4].[CH3:49][C:39]1[CH:44]=[CH:43][C:42]([S:45]([OH:48])(=[O:47])=[O:46])=[CH:41][CH:40]=1 |f:1.2,4.5|. Procedure details: Charge 2-bromo-1-[3(trifluoromethyl)phenyl]-1-ethanone (1664.7 g; 1.00 equiv; 6.23 moles) and tetrahydrofuran (7500 mL) to a 12 L 3-necked round bottom flask (fitted with water-cooled condenser, nitrogen blanket, mechanical stirrer and cooling bath. Charge sodium azide (425.6 g; 1.05 equiv; 6.55 moles) in one portion. Rinse into the flask with water (135 mL). Stir the pale yellow slurry at RT under nitrogen. After 6 hours, add water (260 mL) and continue to stir overnight. Filter the resulting o... Reactants: ClC1=C(C=CC(=N1)NC(=O)C1(CC1)C=1C=CC2=C(CCO2)C1)C (N-(6-chloro-5-methylpyridin-2-yl)-1-(2,3-dihydrobenzofuran-5-yl)cyclopropanecarboxamide), COC1=NC=C(C=C1B1OC(C(O1)(C)C)(C)C)C (2-methoxy-5-methyl-3-(4,4,5,5-tetramethyl-1,3,2-dioxaborolan-2-yl)pyridine), C([O-])([O-])=O.[Na+].[Na+] (sodium carbonate). The reagents and catalysts are C=1C=CC(=CC1)[P](C=2C=CC=CC2)(C=3C=CC=CC3)[Pd]([P](C=4C=CC=CC4)(C=5C=CC=CC5)C=6C=CC=CC6)([P](C=7C=CC=CC7)(C=8C=CC=CC8)C=9C=CC=CC9)[P](C=1C=CC=CC1)(C=1C=CC=CC1)C=1C=CC=CC1 (tetrakis(triphenylphosphine)palladium). The solvent is COCCOC (1,2-dimethoxyethane), C(C)(=O)OCC (ethyl acetate). Run at temperature 80 celsius. The product is O1CCC2=C1C=CC(=C2)C2(CC2)C(=O)NC2=CC=C(C(=N2)C=2C(=NC=C(C2)C)OC)C (1-(2,3-dihydrobenzofuran-5-yl)-N-(2′-methoxy-3,5′-dimethyl-2,3′-bipyridin-6-yl)cyclopropanecarboxamide). Yield: 76.2%. As a reaction SMILES: Cl[C:2]1[N:7]=[C:6]([NH:8][C:9]([C:11]2([C:14]3[CH:15]=[CH:16][C:17]4[O:21][CH2:20][CH2:19][C:18]=4[CH:22]=3)[CH2:13][CH2:12]2)=[O:10])[CH:5]=[CH:4][C:3]=1[CH3:23].[CH3:24][O:25][C:26]1[C:31](B2OC(C)(C)C(C)(C)O2)=[CH:30][C:29]([CH3:41])=[CH:28][N:27]=1.C(=O)([O-])[O-].[Na+].[Na+]>COCCOC.C(OCC)(=O)C.C1C=CC([P]([Pd]([P](C2C=CC=CC=2)(C2C=CC=CC=2)C2C=CC=CC=2)([P](C2C=CC=CC=2)(C2C=CC=CC=2)C2C=CC=CC=2)[P](C2C=CC=CC=2)(C2C=CC=CC=2)C2C=CC=CC=2)(C2C=CC=CC=2)C2C=CC=CC=2)=CC=1>[O:21]1[C:17]2[CH:16]=[CH:15][C:14]([C:11]3([C:9]([NH:8][C:6]4[N:7]=[C:2]([C:31]5[C:26]([O:25][CH3:24])=[N:27][CH:28]=[C:29]([CH3:41])[CH:30]=5)[C:3]([CH3:23])=[CH:4][CH:5]=4)=[O:10])[CH2:13][CH2:12]3)=[CH:22][C:18]=2[CH2:19][CH2:20]1 |f:2.3.4,^1:63,65,84,103|. Procedure details: To N-(6-chloro-5-methylpyridin-2-yl)-1-(2,3-dihydrobenzofuran-5-yl)cyclopropanecarboxamide (0.1 g, 0.3 mmol) in 1,2-dimethoxyethane (3 mL) was added 2-methoxy-5-methyl-3-(4,4,5,5-tetramethyl-1,3,2-dioxaborolan-2-yl)pyridine (98 mg, 0.4 mmol), tetrakis(triphenylphosphine)palladium (0) (35 mg, 0.03 mmol), and 2 M sodium carbonate (0.45 mL, 0.9 mmol) and the reaction mixture was heated to 80° C. overnight. The reaction was diluted with ethyl acetate (5 mL) and washed with water (5 mL). The aqueous ... The reactants are ClC1=C(C=CC(=C1)SC1=CC(=CC=C1)C(F)(F)F)CCCI (2-Chloro-1-(3-iodopropyl)-4-(3-trifluoromethylphenylthio)benzene), CC(C(=O)OCC)C(=O)OCC (diethyl 2-methylmalonate). Yields the product ClC1=C(C=CC(=C1)SC1=CC(=CC=C1)C(F)(F)F)CCCC(C(=O)OCC)(C(=O)OCC)C (Diethyl 2-{3-[2-chloro-4-(3-trifluoromethylphenylthio)phenyl]propyl}-2-methylmalonate). Reaction SMILES: [Cl:1][C:2]1[CH:7]=[C:6]([S:8][C:9]2[CH:14]=[CH:13][CH:12]=[C:11]([C:15]([F:18])([F:17])[F:16])[CH:10]=2)[CH:5]=[CH:4][C:3]=1[CH2:19][CH2:20][CH2:21]I.[CH3:23][CH:24]([C:30]([O:32][CH2:33][CH3:34])=[O:31])[C:25]([O:27][CH2:28][CH3:29])=[O:26]>>[Cl:1][C:2]1[CH:7]=[C:6]([S:8][C:9]2[CH:14]=[CH:13][CH:12]=[C:11]([C:15]([F:18])([F:17])[F:16])[CH:10]=2)[CH:5]=[CH:4][C:3]=1[CH2:19][CH2:20][CH2:21][C:24]([CH3:23])([C:25]([O:27][CH2:28][CH3:29])=[O:26])[C:30]([O:32][CH2:33][CH3:34])=[O:31]. Procedure details: 2-Chloro-1-(3-iodopropyl)-4-(3-trifluoromethylphenylthio)benzene and diethyl 2-methylmalonate were reacted according to the same procedures as in Example 152 of WO 04026817 to obtain the target product as a colorless oil. Starting materials: CCOC(=O)c1cc2cccc(OCc3ccccc3)c2[nH]1, CO, Cl, [Na+], C1CCOC1, [OH-]. Product: O=C(O)c1cc2cccc(OCc3ccccc3)c2[nH]1. As a reaction SMILES: [CH2:1]([CH3:2])[O:3][C:4](=[O:5])[c:6]1[nH:7][c:8]2[c:9]([O:15][CH2:16][c:17]3[cH:18][cH:19][cH:20][cH:21][cH:22]3)[cH:10][cH:11][cH:12][c:13]2[cH:14]1.[CH3:31][OH:32].[ClH:25].[Na+:24].[O:26]1[CH2:27][CH2:28][CH2:29][CH2:30]1.[OH-:23]>>[O:3]=[C:4]([OH:5])[c:6]1[nH:7][c:8]2[c:9]([O:15][CH2:16][c:17]3[cH:18][cH:19][cH:20][cH:21][cH:22]3)[cH:10][cH:11][cH:12][c:13]2[cH:14]1. Reactants: CC(=O)O, CCO, CSCc1ccccc1[N+](=O)[O-], [Fe]. Product: CSCc1ccccc1N. RXN SMILES: [CH3:13][C:14](=[O:15])[OH:16].[CH3:17][CH2:18][OH:19].[CH3:1][S:2][CH2:3][c:4]1[c:5]([N+:10]([O-:11])=[O:12])[cH:6][cH:7][cH:8][cH:9]1.[Fe:20]>>[CH3:1][S:2][CH2:3][c:4]1[c:5]([NH2:10])[cH:6][cH:7][cH:8][cH:9]1. Starting materials: NC1CCC(CC1)O (4-aminocyclohexanol), ClC1=CC=C2C(=CC=NC2=C1)N1CCNCC1 (7-chloro-4-(piperazin-1-yl)quinoline), ClC(=O)OC1=CC=C(C=C1)[N+](=O)[O-] (4-nitrophenyl chloroformate), C(C)(C)N(CC)C(C)C (diisopropyl(ethyl)amine). Solvent: C(Cl)Cl.CO (CH2Cl2 MeOH). Yields the product ClC1=CC=C2C(=CC=NC2=C1)N1CCN(CC1)C(=O)NC1CCC(CC1)O (4-(7-chloro-4-quinolinyl)-N-(4-hydroxycyclohexyl)-1-piperazinecarboxamide). Yield: 28.2%. As a reaction SMILES: [NH2:1][CH:2]1[CH2:7][CH2:6][CH:5]([OH:8])[CH2:4][CH2:3]1.Cl[C:10](OC1C=CC([N+]([O-])=O)=CC=1)=[O:11].C(N(C(C)C)CC)(C)C.[Cl:31][C:32]1[CH:41]=[C:40]2[C:35]([C:36]([N:42]3[CH2:47][CH2:46][NH:45][CH2:44][CH2:43]3)=[CH:37][CH:38]=[N:39]2)=[CH:34][CH:33]=1>C(Cl)Cl.CO>[Cl:31][C:32]1[CH:41]=[C:40]2[C:35]([C:36]([N:42]3[CH2:47][CH2:46][N:45]([C:10]([NH:1][CH:2]4[CH2:7][CH2:6][CH:5]([OH:8])[CH2:4][CH2:3]4)=[O:11])[CH2:44][CH2:43]3)=[CH:37][CH:38]=[N:39]2)=[CH:34][CH:33]=1 |f:4.5|. Procedure: As described for example 78, 4-aminocyclohexanol (84 mg, 0.73 mmol), 4-nitrophenyl chloroformate (146 mg, 0.73 mmol), diisopropyl(ethyl)amine (320 mg, 2.4 mmol), and 7-chloro-4-(piperazin-1-yl)quinoline (150 mg, 0.81 mmol) are reacted affording 80 mg of the product after flash chromatography with CH2Cl2-MeOH. 1H NMR (DSMO-d6) 61.17 (m,-4H), 1.74 (m, 4H), 3.38 (m, 2H), 3.56 (br. s, 4H), 3.82 (br., s, 4H), 7.16 (d, 1H), 7.64 (dd, 1H), 1.97 (d, 1H), 8.2 (d, 1H), 8.62 (d, 1H).